From a dataset of the Open Reaction Database (ORD), a public repository of structured organic reaction records. describe an organic reaction: reactants, conditions, products, and yield RXN SMILES: [Cl:1][C:2]1[CH:3]=[C:4]2[C:9](=[N:10][CH:11]=1)[NH:8][C:7](=[O:12])[C:6]([C:13]#[N:14])=[C:5]2[N:15]1[CH2:20][CH2:19][N:18]([C:21]([C:23]2[O:24][CH:25]=[CH:26][CH:27]=2)=[O:22])[CH2:17][CH2:16]1.Br[CH2:29][C:30]([C:32]1[CH:37]=[CH:36][CH:35]=[CH:34][CH:33]=1)=[O:31]>>[Cl:1][C:2]1[CH:3]=[C:4]2[C:9](=[N:10][CH:11]=1)[N:8]([CH2:29][C:30](=[O:31])[C:32]1[CH:37]=[CH:36][CH:35]=[CH:34][CH:33]=1)[C:7](=[O:12])[C:6]([C:13]#[N:14])=[C:5]2[N:15]1[CH2:20][CH2:19][N:18]([C:21]([C:23]2[O:24][CH:25]=[CH:26][CH:27]=2)=[O:22])[CH2:17][CH2:16]1. The reactants are ClC=1C=C2C(=C(C(NC2=NC1)=O)C#N)N1CCN(CC1)C(=O)C=1OC=CC1 (6-chloro-2-oxo-4-[4-(furan-2-carbonyl)-piperazine-1-yl]-1,2-dihydro-[1,8]-naphthyridine-3-carbonitrile), BrCC(=O)C1=CC=CC=C1 (2-bromoacetophenone). Reported procedure: This compound was prepared from 6-chloro-2-oxo-4-[4-(furan-2-carbonyl)-piperazine-1-yl]-1,2-dihydro-[1,8]-naphthyridine-3-carbonitrile (101) and 2-bromoacetophenone according to General Procedure B. Yield 233 mg (31%), MP 328° C.; 1H-NMR (DMSO-d6): δ 3.81 (m, 4H), 3.97 (m, 4H), 5.86 (s, 2H), 6.66 (dd, J=1.6, 3.2 Hz, 1H), 7.10 (d, J=3.2 Hz, 1H) 7.59 (m, 2H), 7.73 (m, 1H), 7.90 (d, J=1.6 Hz, 1H), 8.14 (m, 2H), 8.37 (d, J=2.0 Hz, 1H), 8.67 (d, J=2.0 Hz, 1H); EIMS: 502 (M+1). Anal. (C26H20ClN5O4) C,... Yields the product ClC=1C=C2C(=C(C(N(C2=NC1)CC(C1=CC=CC=C1)=O)=O)C#N)N1CCN(CC1)C(=O)C=1OC=CC1 (6-Chloro-4-[4-(furan-2-carbonyl)-piperazin-1-yl]-2-oxo-1-(2-oxo-2-phenyl-ethyl)-1,2-dihydro-[1,8]-naphthyridine-3-carbonitrile). Reactants: BrC1=CC=C(O[C@@H]2[C@H](CCCC2)O)C=C1 ((1S,2S)-2-(4-bromophenoxy)cyclohexanol), BrC1=CC=C(O[C@H]2[C@@H](CCCC2)O)C=C1 ((1R,2R)-2-(4-bromophenoxy)cyclohexanol), CC(C)S(=O)(=O)N (propane-2-sulfonamide). The product is BrC1=CC=C(O[C@H]2[C@H](CCCC2)NS(=O)(=O)C(C)C)C=C1 (N-[(1S,2R)-2-(4-bromophenoxy)cyclohexyl]propane-2-sulfonamide). Reaction SMILES: [Br:1][C:2]1[CH:15]=[CH:14][C:5]([O:6][C@H:7]2[CH2:12][CH2:11][CH2:10][CH2:9][C@@H:8]2O)=[CH:4][CH:3]=1.BrC1C=CC(O[C@@H]2CCCC[C@H]2O)=CC=1.[CH3:31][CH:32]([S:34]([NH2:37])(=[O:36])=[O:35])[CH3:33]>>[Br:1][C:2]1[CH:15]=[CH:14][C:5]([O:6][C@@H:7]2[CH2:12][CH2:11][CH2:10][CH2:9][C@@H:8]2[NH:37][S:34]([CH:32]([CH3:33])[CH3:31])(=[O:36])=[O:35])=[CH:4][CH:3]=1. Procedure: The title compound of Step 7 was prepared according to the general procedure for the synthesis of cis-N-[2-(4-bromophenoxy)cyclopentyl]propane-2-sulfonamide in Example 5, except that (1S,2R)-2-(4-bromophenoxy)cyclohexanamine was used in place of cis-2-(4-bromophenoxy)cyclopentan-amine, and the product purification was carried out using a gradient of 0% to 1% methanol in dichloromethane. N-[(1S,2R)-2-(4-bromophenoxy)cyclohexyl]propane-2-sulfonamide was obtained as a white foam. Yield: 1.67 g, 4.4... Yields the product C(C)OC=1C=C(C=CC1OCC)C=1C=CC2=C(C=C(CCN2)C(=O)OC)C1 (methyl 7-(3,4-diethoxyphenyl)-2,3-dihydro-1H-1-benzazepine-4-carboxylate). Reaction conditions: temperature 80 celsius, time 1 hour. Procedure details: In ethyl acetate (50 ml) was dissolved methyl 1-(t-butoxycarbonyl)-7-(3,4-diethoxyphenyl)-2,3-dihydro-1H-1-benzazepine-4-carboxylate (1.3 g). To the solution was added 6N hydrochloric acid (10 ml), and the mixture was stirred at 80° C. for 1 hour, neutralized with 1N sodium hydroxide solution and extracted with ethyl acetate. The organic layer was washed with water and saturated brine and dried with anhydrous magnesium sulfate, and the solvent was evaporated to give methyl 7-(3,4-diethoxyphenyl)... Reactants: C(C)(C)(C)OC(=O)N1CCC(=CC2=C1C=CC(=C2)C2=CC(=C(C=C2)OCC)OCC)C(=O)OC (methyl 1-(t-butoxycarbonyl)-7-(3,4-diethoxyphenyl)-2,3-dihydro-1H-1-benzazepine-4-carboxylate), Cl (hydrochloric acid), [OH-].[Na+] (sodium hydroxide). Yield: 68.5%. Run in C(C)(=O)OCC (ethyl acetate). RXN SMILES: C(OC([N:8]1[C:14]2[CH:15]=[CH:16][C:17]([C:19]3[CH:24]=[CH:23][C:22]([O:25][CH2:26][CH3:27])=[C:21]([O:28][CH2:29][CH3:30])[CH:20]=3)=[CH:18][C:13]=2[CH:12]=[C:11]([C:31]([O:33][CH3:34])=[O:32])[CH2:10][CH2:9]1)=O)(C)(C)C.Cl.[OH-].[Na+]>C(OCC)(=O)C>[CH2:29]([O:28][C:21]1[CH:20]=[C:19]([C:17]2[CH:16]=[CH:15][C:14]3[NH:8][CH2:9][CH2:10][C:11]([C:31]([O:33][CH3:34])=[O:32])=[CH:12][C:13]=3[CH:18]=2)[CH:24]=[CH:23][C:22]=1[O:25][CH2:26][CH3:27])[CH3:30] |f:2.3|. The reactants are COC(=O)CC(=O)OC, Cc1ccccc1, O=[N+]([O-])C=Cc1ccc(Cl)cc1. The product is COC(=O)C(C(=O)OC)C(C[N+](=O)[O-])c1ccc(Cl)cc1. Reaction SMILES: [C:13]([CH2:14][C:15](=[O:16])[O:17][CH3:18])(=[O:19])[O:20][CH3:21].[CH3:22][c:23]1[cH:24][cH:25][cH:26][cH:27][cH:28]1.[Cl:1][c:2]1[cH:3][cH:4][c:5]([CH:6]=[CH:7][N+:8](=[O:9])[O-:10])[cH:11][cH:12]1>>[Cl:1][c:2]1[cH:3][cH:4][c:5]([CH:6]([CH2:7][N+:8](=[O:9])[O-:10])[CH:14]([C:13](=[O:19])[O:20][CH3:21])[C:15](=[O:16])[O:17][CH3:18])[cH:11][cH:12]1.